Task: describe an organic reaction: reactants, conditions, products, and yield. Dataset: the Open Reaction Database (ORD), a public repository of structured organic reaction records The reactants are COC(=O)C=1C=C(C=C(C1C)N(C1CCOCC1)C)C1CN(C1)C(=O)OC(C)(C)C (tert-butyl 3-[3-(methoxycarbonyl)-4-methyl-5-[methyl(oxan-4-yl)amino]phenyl]azetidine-1-carboxylate), C(=O)(C(F)(F)F)O (TFA). The solvent is C(Cl)Cl (DCM). Conditions: time 45 minute. Yields the product N1CC(C1)C=1C=C(C(=C(C(=O)OC)C1)C)N(C1CCOCC1)C (methyl 5-(azetidin-3-yl)-2-methyl-3-[methyl(oxan-4-yl)amino]benzoate). Isolated yield 121.0%. Reaction SMILES: [CH3:1][O:2][C:3]([C:5]1[CH:6]=[C:7]([CH:20]2[CH2:23][N:22](C(OC(C)(C)C)=O)[CH2:21]2)[CH:8]=[C:9]([N:12]([CH3:19])[CH:13]2[CH2:18][CH2:17][O:16][CH2:15][CH2:14]2)[C:10]=1[CH3:11])=[O:4].C(O)(C(F)(F)F)=O>C(Cl)Cl>[NH:22]1[CH2:21][CH:20]([C:7]2[CH:8]=[C:9]([N:12]([CH3:19])[CH:13]3[CH2:18][CH2:17][O:16][CH2:15][CH2:14]3)[C:10]([CH3:11])=[C:5]([CH:6]=2)[C:3]([O:2][CH3:1])=[O:4])[CH2:23]1. Procedure: To a stirred solution of tert-butyl 3-[3-(methoxycarbonyl)-4-methyl-5-[methyl(oxan-4-yl)amino]phenyl]azetidine-1-carboxylate (400 mg, 0.96 mmol) in DCM (4 ml) was added TFA (1 ml) and the solution was stirred at room temperature for 45 min after which the solvent was evaporated to dryness and saturated aqueous NaHCO3 was added until pH7-8. The aqueous phase was extracted with DCM (3×30 ml), washed with brine (30 ml), dried with MgSO4, filtered and evaporated to afford the title compound as an or...